From a dataset of the Open Reaction Database (ORD), a public repository of structured organic reaction records. describe an organic reaction: reactants, conditions, products, and yield Starting materials: [H-].[Na+] (sodium hydride), ClC1=C(C=CC(=C1)Cl)C(CN1N=CN=C1)(C(C(C)OS(=O)(=O)C)(C)C)O (2-(2,4-dichlorophenyl)-3,3-dimethyl-4-mesyloxy-1-(1H-1,2,4-triazol-1-yl)-2-pentanol), ice water. The solvent is CN(C=O)C (N,N-dimethylformamide). Reaction conditions: temperature 90 celsius, time 2 hour. Yields the product ClC1=C(C=CC(=C1)Cl)C1(OC(C1(C)C)C)CN1N=CN=C1 (2-(2,4-Dichlorophenyl)-3,3,4-trimethyl-2-(1H-1,2,4-triazol-1-yl)methyloxetane). The yield is 71.2%. As a reaction SMILES: [H-].[Na+].[Cl:3][C:4]1[CH:9]=[C:8]([Cl:10])[CH:7]=[CH:6][C:5]=1[C:11]([OH:28])([C:18]([CH3:27])([CH3:26])[CH:19](OS(C)(=O)=O)[CH3:20])[CH2:12][N:13]1[CH:17]=[N:16][CH:15]=[N:14]1>CN(C)C=O>[Cl:3][C:4]1[CH:9]=[C:8]([Cl:10])[CH:7]=[CH:6][C:5]=1[C:11]1([CH2:12][N:13]2[CH:17]=[N:16][CH:15]=[N:14]2)[C:18]([CH3:26])([CH3:27])[CH:19]([CH3:20])[O:28]1 |f:0.1|. Procedure details: 84 mg (2.1 mmole) of sodium hydride (as a 60% w/w suspension in mineral oil) were added to a solution of 400 mg (0.95 mmole) of 2-(2,4-dichlorophenyl)-3,3-dimethyl-4-mesyloxy-1-(1H-1,2,4-triazol-1-yl)-2-pentanol in 5 ml of N,N-dimethylformamide, and then the mixture was stirred at 90° C. for 2 hours. At the end of this time, the reaction mixture was allowed to cool, after which it was poured into ice-water and extracted with ethyl acetate. The extract was washed with water and dried over anhydro... As a reaction SMILES: [CH2:1]([O:8][CH2:9][C@@H:10]([C:12]([OH:14])=[O:13])[NH2:11])[C:2]1[CH:7]=[CH:6][CH:5]=[CH:4][CH:3]=1.[ClH:15].[CH2:16](O)[CH3:17]>>[ClH:15].[CH2:16]([O:13][C:12](=[O:14])[C@H:10]([CH2:9][O:8][CH2:1][C:2]1[CH:7]=[CH:6][CH:5]=[CH:4][CH:3]=1)[NH2:11])[CH3:17] |f:3.4|. Starting materials: C(C1=CC=CC=C1)OC[C@H](N)C(=O)O (O-benzyl-L-serine), Cl (HCl), C(C)O (ethanol). Product: Cl.C(C)OC([C@@H](N)COCC1=CC=CC=C1)=O (O-benzyl-L-serine ethyl ester hydrochloride). Procedure: A solution of O-benzyl-L-serine (9.75 g, 50 mmol) in ethanol (200 mL) is saturated with HCl gas for 8 minutes. The mixture is stirred overnight at room temperature, and then concentrated in vacuo. The solid is washed with diethyl ether and collected by filtration to yield O-benzyl-L-serine ethyl ester hydrochloride as a white solid. Conditions: time 8 hour. Starting materials: CC(C)(C)c1cc(C=Cc2cc(C=Cc3cc(C(C)(C)C)cc(C(C)(C)C)c3)cc(CO)c2)cc(C(C)(C)C)c1, CC(C)O, ClCCl, BrP(Br)Br. Product: CC(C)(C)c1cc(C=Cc2cc(C=Cc3cc(C(C)(C)C)cc(C(C)(C)C)c3)cc(CBr)c2)cc(C(C)(C)C)c1. As a reaction SMILES: [C:5]([CH3:6])([CH3:7])([CH3:8])[c:9]1[cH:10][c:11]([CH:12]=[CH:13][c:14]2[cH:15][c:16]([CH2:17][OH:18])[cH:19][c:20]([CH:22]=[CH:23][c:24]3[cH:25][c:26]([C:34]([CH3:35])([CH3:36])[CH3:37])[cH:27][c:28]([C:30]([CH3:31])([CH3:32])[CH3:33])[cH:29]3)[cH:21]2)[cH:38][c:39]([C:41]([CH3:42])([CH3:43])[CH3:44])[cH:40]1.[CH3:45][CH:46]([OH:47])[CH3:48].[Cl:49][CH2:50][Cl:51].[P:1]([Br:2])([Br:3])[Br:4]>>[Br:2][CH2:17][c:16]1[cH:15][c:14]([CH:13]=[CH:12][c:11]2[cH:10][c:9]([C:5]([CH3:6])([CH3:7])[CH3:8])[cH:40][c:39]([C:41]([CH3:42])([CH3:43])[CH3:44])[cH:38]2)[cH:21][c:20]([CH:22]=[CH:23][c:24]2[cH:25][c:26]([C:34]([CH3:35])([CH3:36])[CH3:37])[cH:27][c:28]([C:30]([CH3:31])([CH3:32])[CH3:33])[cH:29]2)[cH:19]1.